describe an organic reaction: reactants, conditions, products, and yield From a dataset of the Open Reaction Database (ORD), a public repository of structured organic reaction records. Starting materials: FC(C(=O)O)(F)F.FC(C(=O)O)(F)F.ClC=1C=NC=2NC=3C=CC=C(CCC4=C(C=CC(NC1N2)=C4)NC(CC4CCNCC4)=O)C3 (N-[6-chloro-2,4,8,22-tetraazatetracyclo[14.3.1.1(3,7).1(9,13)]docosa-1(20), 3(22),4,6,9(21),10,12,16,18-nonaen-12-yl]-2-piperidin-4-ylacetamide bis(trifluoroacetate)), C(CC)(=O)Cl (propanoyl chloride). Yields the product FC(C(=O)O)(F)F.ClC=1C=NC=2NC=3C=CC=C(CCC4=C(C=CC(NC1N2)=C4)NC(CC4CCN(CC4)C(CC)=O)=O)C3 (N-[6-Chloro-2,4,8,22-tetraazatetracyclo[14.3.1.1(3,7).1(9,13)]docosa-1(20), 3(22),4,6,9(21),10,12,16,18-nonaen-12-yl]-2-(1-propionylpiperidin-4-yl)acetamide trifluoroacetate). Yield: 31.0%. As a reaction SMILES: [F:1][C:2]([F:7])([F:6])[C:3]([OH:5])=[O:4].FC(F)(F)C(O)=O.[Cl:15][C:16]1[CH:17]=[N:18][C:19]2[NH:20][C:21]3[CH:22]=[CH:23][CH:24]=[C:25]([CH:47]=3)[CH2:26][CH2:27][C:28]3[CH:36]=[C:32]([NH:33][C:34]=1[N:35]=2)[CH:31]=[CH:30][C:29]=3[NH:37][C:38](=[O:46])[CH2:39][CH:40]1[CH2:45][CH2:44][NH:43][CH2:42][CH2:41]1.[C:48](Cl)(=[O:51])[CH2:49][CH3:50]>>[F:1][C:2]([F:7])([F:6])[C:3]([OH:5])=[O:4].[Cl:15][C:16]1[CH:17]=[N:18][C:19]2[NH:20][C:21]3[CH:22]=[CH:23][CH:24]=[C:25]([CH:47]=3)[CH2:26][CH2:27][C:28]3[CH:36]=[C:32]([NH:33][C:34]=1[N:35]=2)[CH:31]=[CH:30][C:29]=3[NH:37][C:38](=[O:46])[CH2:39][CH:40]1[CH2:45][CH2:44][N:43]([C:48](=[O:51])[CH2:49][CH3:50])[CH2:42][CH2:41]1 |f:0.1.2,4.5|. Reported procedure: The desired compound was prepared according to the procedure of Example A20, using N-[6-chloro-2,4,8,22-tetraazatetracyclo[14.3.1.1(3,7).1(9,13)]docosa-1(20), 3(22),4,6,9(21),10,12,16,18-nonaen-12-yl]-2-piperidin-4-ylacetamide bis(trifluoroacetate) and propanoyl chloride as starting materials in 31% yield. LCMS for C28H32ClN6O2 (M+H)+: m/z=519.2. The reactants are PdCl2(Ph3P)2, IC1=NC(=CC(=N1)C)C1=CC=C(C=C1)C(F)(F)F (2-iodo-4-methyl-6-[4-(trifluoromethyl)phenyl]pyrimidine), CN1C([C@@](CC1)(CC#C)NC(OC(C)(C)C)=O)=O (tert-butyl N-[(3S)-1-methyl-2-oxo-3-prop-2-ynyl-pyrrolidin-3-yl]carbamate), N(CC)CC (Et2NH). The reagents and catalysts are [Cu](I)I (Copper Iodide). Solvent: C1CCOC1 (THF). Conditions: temperature 20 celsius, time 18 hour. Yields the product CN1C([C@@](CC1)(CC#CC1=NC(=CC(=N1)C)C1=CC=C(C=C1)C(F)(F)F)NC(OC(C)(C)C)=O)=O (tert-butyl N-[(3S)-1-methyl-3-[3-[4-methyl-6-[4-(trifluoromethyl)phenyl]pyrimidin-2-yl]prop-2-ynyl]-2-oxo-pyrrolidin-3-yl]carbamate). Isolated yield 106.7%. Reaction SMILES: I[C:2]1[N:7]=[C:6]([CH3:8])[CH:5]=[C:4]([C:9]2[CH:14]=[CH:13][C:12]([C:15]([F:18])([F:17])[F:16])=[CH:11][CH:10]=2)[N:3]=1.[CH3:19][N:20]1[CH2:24][CH2:23][C@@:22]([NH:28][C:29](=[O:35])[O:30][C:31]([CH3:34])([CH3:33])[CH3:32])([CH2:25][C:26]#[CH:27])[C:21]1=[O:36].N(CC)CC>C1COCC1.[Cu](I)I>[CH3:19][N:20]1[CH2:24][CH2:23][C@@:22]([NH:28][C:29](=[O:35])[O:30][C:31]([CH3:32])([CH3:34])[CH3:33])([CH2:25][C:26]#[C:27][C:2]2[N:7]=[C:6]([CH3:8])[CH:5]=[C:4]([C:9]3[CH:14]=[CH:13][C:12]([C:15]([F:18])([F:17])[F:16])=[CH:11][CH:10]=3)[N:3]=2)[C:21]1=[O:36]. Procedure details: Copper Iodide (149.46 mg, 0.7800 mmol), followed by PdCl2(Ph3P)2 (275.41 mg, 0.3900 mmol) was added portionwise to a solution of 2-iodo-4-methyl-6-[4-(trifluoromethyl)phenyl]pyrimidine (4 g, 10.99 mmol) (which may be prepared as described in Description 12), tert-butyl N-[(3S)-1-methyl-2-oxo-3-prop-2-ynyl-pyrrolidin-3-yl]carbamate (1.98 g, 7.85 mmol) (which may be prepared as described in Description 4) and Et2NH (4.06 mL, 39.24 mmol) in THF (50 mL) under N2 and the reaction was stirred at 20° C... Reactants: resin, N([C@H](CO)C(=O)O)C(=O)OCC1C2=CC=CC=C2C2=CC=CC=C12 (N-Fmoc-D-Ala(OH)), N1=CC=C(C2=CC=CC=C12)C=O (4-quinolinecarboxaldehyde), FC(S(=O)(=O)C1=CC=C(N)C=C1)(F)F (4-(trifluoromethanesulfonyl)aniline). Product: FC(C(=O)O)(F)F.C[C@@H]1C(N(C(N1CC1=CC=NC2=CC=CC=C12)=O)C1=CC=C(C=C1)S(=O)(=O)C(F)(F)F)=O ((R)-5-methyl-1-quinol-4-ylmethyl-3-(4-trifluoromethanesulfonylphenyl)imidazolidine-2,4-dione trifluoroacetate). RXN SMILES: [NH:1]([C:8](OCC1C2C(=CC=CC=2)C2C1=CC=CC=2)=[O:9])[C@@H:2]([C:5]([OH:7])=[O:6])[CH2:3][OH:4].[N:25]1[C:34]2[C:29](=[CH:30][CH:31]=[CH:32][CH:33]=2)[C:28]([CH:35]=O)=[CH:27][CH:26]=1.[F:37][C:38]([F:50])([F:49])[S:39]([C:42]1[CH:48]=[CH:47][C:45]([NH2:46])=[CH:44][CH:43]=1)(=[O:41])=[O:40]>>[F:37][C:38]([F:50])([F:49])[C:5]([OH:7])=[O:6].[CH3:5][C@H:2]1[N:1]([CH2:35][C:28]2[C:29]3[C:34](=[CH:33][CH:32]=[CH:31][CH:30]=3)[N:25]=[CH:26][CH:27]=2)[C:8](=[O:9])[N:46]([C:45]2[CH:47]=[CH:48][C:42]([S:39]([C:38]([F:49])([F:37])[F:50])(=[O:40])=[O:41])=[CH:43][CH:44]=2)[C:3]1=[O:4] |f:3.4|. Reported procedure: The compound is prepared from 0.04 mmol of resin, 0.12 mmol of N-Fmoc-D-Ala(OH), 0.20 mmol of 4-quinolinecarboxaldehyde and 0.10 mmol of 4-(trifluoromethanesulfonyl)aniline, in the same way as in Example 1. After purification by preparative LC-MS, 10 mg of expected product are obtained. Reactants: CCN(CC)C(=O)c1ccc2c(c1)Oc1ccccc1C2=C1CCN(C=S)CC1, ClC(Cl)Cl, Cl, Nc1ccccc1, COS(=O)(=O)c1ccc(C)cc1. Product: CCN(CC)C(=O)c1ccc2c(c1)Oc1ccccc1C2=C1CCN(C=Nc2ccccc2)CC1. RXN SMILES: [CH2:1]([CH3:2])[N:3]([C:4](=[O:5])[c:6]1[cH:7][cH:8][c:9]2[c:18]([cH:19]1)[O:17][c:16]1[c:11]([cH:12][cH:13][cH:14][cH:15]1)[C:10]2=[C:20]1[CH2:21][CH2:22][N:23]([CH:26]=[S:27])[CH2:24][CH2:25]1)[CH2:28][CH3:29].[CH:50]([Cl:51])([Cl:52])[Cl:53].[ClH:49].[NH2:42][c:43]1[cH:44][cH:45][cH:46][cH:47][cH:48]1.[O:30]([CH3:31])[S:32]([c:33]1[cH:34][cH:35][c:36]([CH3:37])[cH:38][cH:39]1)(=[O:40])=[O:41]>>[CH2:1]([CH3:2])[N:3]([C:4](=[O:5])[c:6]1[cH:7][cH:8][c:9]2[c:18]([cH:19]1)[O:17][c:16]1[c:11]([cH:12][cH:13][cH:14][cH:15]1)[C:10]2=[C:20]1[CH2:21][CH2:22][N:23]([CH:26]=[N:42][c:43]2[cH:44][cH:45][cH:46][cH:47][cH:48]2)[CH2:24][CH2:25]1)[CH2:28][CH3:29]. Reactants: OC1=C(C=C(C=C1)O)C(C)=O (2',5'-dihydroxyacetophenone), BrCCCCCCCl (1-bromo-6-chlorohexane), C([O-])([O-])=O.[K+].[K+] (potassium carbonate). The solvent is CC(CC)=O (2-butanone). Run at time 8 hour. Yields the product ClCCCCCCOC=1C=CC(=C(C1)C(C)=O)O (5'-(6-chlorohexoxy)-2'-hydroxyacetophenone). Yield: 83.2%. Reaction SMILES: [OH:1][C:2]1[CH:7]=[CH:6][C:5]([OH:8])=[CH:4][C:3]=1[C:9](=[O:11])[CH3:10].Br[CH2:13][CH2:14][CH2:15][CH2:16][CH2:17][CH2:18][Cl:19].C(=O)([O-])[O-].[K+].[K+]>CC(=O)CC>[Cl:19][CH2:18][CH2:17][CH2:16][CH2:15][CH2:14][CH2:13][O:8][C:5]1[CH:6]=[CH:7][C:2]([OH:1])=[C:3]([C:9](=[O:11])[CH3:10])[CH:4]=1 |f:2.3.4|. Procedure: A mixture of 2',5'-dihydroxyacetophenone (150 g), 1-bromo-6-chlorohexane (186 g), and potassium carbonate (186 g) in 2500 mL of 2-butanone was refluxed for 16 hours. The solvent was removed in vacuo and the residue was stirred with 1000 mL of methylene chloride. After filtration, the filtrate was washed with 10% KOH (250 mL), water (250 mL), and brine (250 mL). The solution was dried over magnesium sulfate and the solvent was removed to give an oil which solidified overnight to give 210 g of 5'-... The reactants are FC1=CC=C(C=C1)CCCBr (3-(4-fluorophenyl)propylbromide), [Cl-].[NH4+] (ammonium chloride), FC1=CC=C(C=C1)CCCBr (3(4-fluorophenyl) propylbromide), CC(=O)C1=CC(=CC(=C1)OC)OC (3.5-dimethoxyacetophenone), 2-(3,5-dimethoxyphenyl)-5-(4-p-fluorophenyl)pentane, [Mg] (magnesium), CC(=O)C1=CC(=CC(=C1)OC)OC (3,5-dimethoxyacetophenone). The reagents and catalysts are [Pd] (palladium). Solvent: CCOCC (ether), CCOCC (ether), Cl.C(C)O (ethanol-HCl), CCOCC (ether). Yields the product COC=1C=C(C=C(C1)OC)C(C)CCCC1=CC=C(C=C1)F (2-(3,5-Dimethoxyphenyl)-5-(4-Fluorophenyl)Pentane). As a reaction SMILES: [F:1][C:2]1[CH:7]=[CH:6][C:5]([CH2:8][CH2:9][CH2:10]Br)=[CH:4][CH:3]=1.[Mg].[CH3:13][C:14]([C:16]1[CH:21]=[C:20]([O:22][CH3:23])[CH:19]=[C:18]([O:24][CH3:25])[CH:17]=1)=O.[Cl-].[NH4+]>Cl.C(O)C.[Pd].CCOCC>[CH3:25][O:24][C:18]1[CH:17]=[C:16]([CH:14]([CH2:10][CH2:9][CH2:8][C:5]2[CH:6]=[CH:7][C:2]([F:1])=[CH:3][CH:4]=2)[CH3:13])[CH:21]=[C:20]([O:22][CH3:23])[CH:19]=1 |f:3.4,5.6|. Procedure details: A solution of 77 g. of 3-(4-fluorophenyl)propylbromide in 300 ml. of ether was added dropwise over a two hour period to a refluxing solution of 10 g. of magnesium in 100 ml. of ether. The reaction mixture was refluxed for an additional 30 minutes after the addition was completed. A solution of 68 g. of 3,5-dimethoxyacetophenone in 100 ml. of ether was then added dropwise to the reaction and the reaction mixture was refluxed for 11/2 hours. To the reaction was added 300 ml. of a saturated ammoniu... Starting materials: CC(C)C[Al+]CC(C)C, Cc1ccc2c(c1)C(c1ccccc1)CC(=O)O2, CC(C)C[AlH]CC(C)C, Cc1ccccc1, [H-], O=C(O)CC(O)(CC(=O)O)C(=O)O. Yields the product Cc1ccc2c(c1)C(c1ccccc1)CC(O)O2. RXN SMILES: [CH2:20]([Al+:21][CH2:22][CH:23]([CH3:24])[CH3:25])[CH:26]([CH3:27])[CH3:28].[CH3:1][c:2]1[cH:3][cH:4][c:5]2[c:6]([cH:18]1)[CH:7]([c:12]1[cH:13][cH:14][cH:15][cH:16][cH:17]1)[CH2:8][C:9](=[O:11])[O:10]2.[CH3:29][CH:30]([CH2:31][AlH:32][CH2:33][CH:34]([CH3:35])[CH3:36])[CH3:37].[CH3:51][c:52]1[cH:53][cH:54][cH:55][cH:56][cH:57]1.[H-:19].[OH:38][C:39]([CH2:40][C:41]([C:42](=[O:43])[OH:44])([CH2:45][C:46](=[O:47])[OH:48])[OH:49])=[O:50]>>[CH3:1][c:2]1[cH:3][cH:4][c:5]2[c:6]([cH:18]1)[CH:7]([c:12]1[cH:13][cH:14][cH:15][cH:16][cH:17]1)[CH2:8][CH:9]([OH:11])[O:10]2.